This data is from the Open Reaction Database (ORD), a public repository of structured organic reaction records. The task is: describe an organic reaction: reactants, conditions, products, and yield Starting materials: CCCCCCCCCCCC#N, CC(C)(N)CN, S=C=S. The product is CCCCCCCCCCCC1=NC(C)(C)CN1. Reaction SMILES: [CH2:1]([CH2:2][CH2:3][CH2:4][CH2:5][CH2:6][CH2:7][CH2:8][CH2:9][CH2:10][CH3:11])[C:12]#[N:13].[NH2:14][CH2:15][C:16]([CH3:17])([CH3:18])[NH2:19].[S:20]=[C:21]=[S:22]>>[CH2:1]([CH2:2][CH2:3][CH2:4][CH2:5][CH2:6][CH2:7][CH2:8][CH2:9][CH2:10][CH3:11])[C:12]1=[N:13][C:16]([CH3:17])([CH3:18])[CH2:15][NH:14]1. Reactants: CC(=O)Oc1ccc2scc(C(=O)O)c2c1, CN(C)C=O, Cc1ccccc1, O=S(Cl)Cl. Product: CC(=O)Oc1ccc2scc(C(=O)Cl)c2c1. Reaction SMILES: [C:1]([CH3:2])(=[O:3])[O:4][c:5]1[cH:6][c:7]2[c:8]([s:9][cH:10][c:11]2[C:12](=[O:13])[OH:14])[cH:15][cH:16]1.[CH3:17][N:18]([CH3:19])[CH:20]=[O:21].[CH3:26][c:27]1[cH:28][cH:29][cH:30][cH:31][cH:32]1.[S:22]([Cl:23])([Cl:24])=[O:25]>>[C:1]([CH3:2])(=[O:3])[O:4][c:5]1[cH:6][c:7]2[c:8]([s:9][cH:10][c:11]2[C:12](=[O:13])[Cl:24])[cH:15][cH:16]1. Reactants: C(C)N1C(SC(=C1C(F)(F)F)C(=O)O)=O (ethyl 2,3-dihydro-2-oxo-4-(trifluoromethyl)-5-thiazolecarboxylic acid), [OH-].[Li+] (lithium hydroxide). The solvent is C1CCOC1 (THF), O (water). Run at temperature 50 celsius, time 72 hour. The product is O=C1SC(=C(N1)C(F)(F)F)C(=O)O (2,3-Dihydro-2-oxo-4-(trifluoromethyl)-5-thiazolecarboxylic acid). Yield: 89.6%. RXN SMILES: C([N:3]1[C:7]([C:8]([F:11])([F:10])[F:9])=[C:6]([C:12]([OH:14])=[O:13])[S:5][C:4]1=[O:15])C.[OH-].[Li+]>C1COCC1.O>[O:15]=[C:4]1[NH:3][C:7]([C:8]([F:11])([F:9])[F:10])=[C:6]([C:12]([OH:14])=[O:13])[S:5]1 |f:1.2|. Reported procedure: To a solution of ethyl 2,3-dihydro-2-oxo-4-(trifluoromethyl)-5-thiazolecarboxylic acid (Bionet Research, 2.0 g) in THF (20 mL) was added a solution of lithium hydroxide (0.696 g) in water (20 mL). The mixture was stirred at 50° C. for 72 h, cooled to room temperature and filtered. The filtrate was washed with ethyl acetate (10 mL), acidified to pH 3 using dilute hydrochloric acid and extracted with ethyl acetate (2×25 mL). The combined organic extractions were washed with water (2×50 mL), satura...